From a dataset of the Open Reaction Database (ORD), a public repository of structured organic reaction records. describe an organic reaction: reactants, conditions, products, and yield The reactants are [N+](=O)([O-])C1=CC=C(C=C1)N=C=O (4-nitrophenyl isocyanate), C(CC)N (PrNH2), [O-]S(=O)S(=O)[O-].[Na+].[Na+] (Na2S2O4). The solvent is C1CCOC1 (THF), C1CCOC1.O (THF H2O). Product: NC1=CC=C(C=C1)NC(=O)NCCC (N-4-aminophenyl-N'-propylurea). As a reaction SMILES: [N+:1]([C:4]1[CH:9]=[CH:8][C:7]([N:10]=[C:11]=[O:12])=[CH:6][CH:5]=1)([O-])=O.[CH2:13]([NH2:16])[CH2:14][CH3:15].[O-]S(S([O-])=O)=O.[Na+].[Na+]>C1COCC1.C1COCC1.O>[NH2:1][C:4]1[CH:9]=[CH:8][C:7]([NH:10][C:11]([NH:16][CH2:13][CH2:14][CH3:15])=[O:12])=[CH:6][CH:5]=1 |f:2.3.4,6.7|. Procedure: Following the procedure described in part E of Example 1 (R), (S)-α-[[2-[((1,1-dimethylethyl)dimethylsilyl)oxy]-2-[4-hydroxy-3-[(methylsulfonyl)amino]phenyl]ethyl]amino]-4-methoxybenzeneacetic acid was condensed with N-4-aminophenyl-N'-propylurea to generate the title compound. The N-4-aminophenyl-N'-propylurea was prepared by sequentially treating commercial 4-nitrophenyl isocyanate with PrNH2 in THF at 20° C. followed by reduction with Na2S2O4 in THF/H2O at 100° C.